From a dataset of the Open Reaction Database (ORD), a public repository of structured organic reaction records. describe an organic reaction: reactants, conditions, products, and yield The reactants are C(C)(C)(C)OC(=O)NC1CC2=CC=C(C=C2C1)\C=C\C1=CC=C(C=C1)C (2-(tert-butoxycarbonylamino)-5-((E)-2-(4-methylphenyl)ethenyl]indan), Cl.O1CCOCC1 (hydrochloric acid dioxane). Solvent: C(C)(=O)O (acetic acid). Product: Cl.NC1CC2=CC=C(C=C2C1)\C=C\C1=CC=C(C=C1)C (2-amino-5-((E)-2-(4-methylphenyl)ethenyl]indan hydrochloride). RXN SMILES: C(OC([NH:8][CH:9]1[CH2:17][C:16]2[C:11](=[CH:12][CH:13]=[C:14](/[CH:18]=[CH:19]/[C:20]3[CH:25]=[CH:24][C:23]([CH3:26])=[CH:22][CH:21]=3)[CH:15]=2)[CH2:10]1)=O)(C)(C)C.[ClH:27].O1CCOCC1>C(O)(=O)C>[ClH:27].[NH2:8][CH:9]1[CH2:17][C:16]2[C:11](=[CH:12][CH:13]=[C:14](/[CH:18]=[CH:19]/[C:20]3[CH:21]=[CH:22][C:23]([CH3:26])=[CH:24][CH:25]=3)[CH:15]=2)[CH2:10]1 |f:1.2,4.5|. Procedure: Using 2-(tert-butoxycarbonylamino)-5-((E)-2-(4-methylphenyl)ethenyl]indan (20 mg, 0.060 mmol) synthesized in Reference Production Example 2, 4N hydrochloric acid-dioxane (2.0 ml) and acetic acid (6.0 ml), a similar procedure to Production Example 213 was carried out to obtain 2-amino-5-((E)-2-(4-methylphenyl)ethenyl]indan hydrochloride (16 mg, 0.06 mmol) having the following physical properties: The reactants are C(C)(=O)OC(C)=O (acetic anhydride), Cl.ClC=1C(=C(NC2=NC=NC3=CC(=C(C=C23)O[C@@H]2CNCCC2)OC)C=CC1)F (4-(3-chloro-2-fluoroanilino)-7-methoxy-6-[(3S)-piperidin-3-yloxy]quinazoline hydrochloride), C(C)(C)N(CC)C(C)C (diisopropylethylamine). Solvent: C(Cl)Cl (methylene chloride), C(Cl)Cl (methylene chloride). Reaction conditions: time 2 hour. Product: C(C)(=O)N1C[C@H](CCC1)OC=1C=C2C(=NC=NC2=CC1OC)NC1=C(C(=CC=C1)Cl)F (6-[(3S)-1-Acetylpiperidin-3-yloxy]-4-(3-chloro-2-fluoroanilino)-7-methoxyquinazoline). The yield is 66.0%. Reaction SMILES: [C:1](OC(=O)C)(=[O:3])[CH3:2].Cl.[Cl:9][C:10]1[C:11]([F:36])=[C:12]([CH:33]=[CH:34][CH:35]=1)[NH:13][C:14]1[C:23]2[C:18](=[CH:19][C:20]([O:31][CH3:32])=[C:21]([O:24][C@H:25]3[CH2:30][CH2:29][CH2:28][NH:27][CH2:26]3)[CH:22]=2)[N:17]=[CH:16][N:15]=1.C(N(C(C)C)CC)(C)C>C(Cl)Cl>[C:1]([N:27]1[CH2:28][CH2:29][CH2:30][C@H:25]([O:24][C:21]2[CH:22]=[C:23]3[C:18](=[CH:19][C:20]=2[O:31][CH3:32])[N:17]=[CH:16][N:15]=[C:14]3[NH:13][C:12]2[CH:33]=[CH:34][CH:35]=[C:10]([Cl:9])[C:11]=2[F:36])[CH2:26]1)(=[O:3])[CH3:2] |f:1.2|. Procedure: A solution of acetic anhydride (42 μl) in methylene chloride (5 ml) was added dropwise to a stirred solution of 4-(3-chloro-2-fluoroanilino)-7-methoxy-6-[(3S)-piperidin-3-yloxy]quinazoline hydrochloride (0.175 g, 0.4 mmol; prepared as described in Example 49) and diisopropylethylamine (208 μl) in methylene chloride (20 ml) at 0° C. and the mixture was stirred for 2 hours and allowed to warm to room temperature. The reaction mixture was washed with saturated sodium bicarbonate solution, dried (Mg...